Dataset: the Open Reaction Database (ORD), a public repository of structured organic reaction records. Task: describe an organic reaction: reactants, conditions, products, and yield The reactants are COc1c(C(C)(C)C)cc(P(c2cc(C(C)(C)C)c(OC)c(C(C)(C)C)c2)c2ccccc2Br)cc1C(C)(C)C, [Li]CCCC, CCOP(Cl)OCC. Product: CCOP(OCC)c1ccccc1P(c1cc(C(C)(C)C)c(OC)c(C(C)(C)C)c1)c1cc(C(C)(C)C)c(OC)c(C(C)(C)C)c1. As a reaction SMILES: [C:1]([CH3:2])([CH3:3])([CH3:4])[c:5]1[cH:6][c:7]([P:17]([c:18]2[c:19]([Br:24])[cH:20][cH:21][cH:22][cH:23]2)[c:25]2[cH:26][c:27]([C:37]([CH3:38])([CH3:39])[CH3:40])[c:28]([O:35][CH3:36])[c:29]([C:31]([CH3:32])([CH3:33])[CH3:34])[cH:30]2)[cH:8][c:9]([C:13]([CH3:14])([CH3:15])[CH3:16])[c:10]1[O:11][CH3:12].[CH2:49]([Li:50])[CH2:51][CH2:52][CH3:53].[Cl:41][P:42]([O:43][CH2:44][CH3:45])[O:46][CH2:47][CH3:48]>>[C:1]([CH3:2])([CH3:3])([CH3:4])[c:5]1[cH:6][c:7]([P:17]([c:18]2[c:19]([P:42]([O:43][CH2:44][CH3:45])[O:46][CH2:47][CH3:48])[cH:20][cH:21][cH:22][cH:23]2)[c:25]2[cH:26][c:27]([C:37]([CH3:38])([CH3:39])[CH3:40])[c:28]([O:35][CH3:36])[c:29]([C:31]([CH3:32])([CH3:33])[CH3:34])[cH:30]2)[cH:8][c:9]([C:13]([CH3:14])([CH3:15])[CH3:16])[c:10]1[O:11][CH3:12]. The reactants are Cc1nc(-c2ccc(C(F)(F)F)cc2)oc1C(=O)Cc1ccccc1, CCOC(C)=O, CO, [Cl-], [NH4+]. The product is Cc1nc(-c2ccc(C(F)(F)F)cc2)oc1C(O)Cc1ccccc1. RXN SMILES: [CH3:1][c:2]1[n:3][c:4](-[c:16]2[cH:17][cH:18][c:19]([C:22]([F:23])([F:24])[F:25])[cH:20][cH:21]2)[o:5][c:6]1[C:7]([CH2:8][c:9]1[cH:10][cH:11][cH:12][cH:13][cH:14]1)=[O:15].[CH3:28][CH2:29][O:30][C:31](=[O:32])[CH3:33].[CH3:34][OH:35].[Cl-:26].[NH4+:27]>>[CH3:1][c:2]1[n:3][c:4](-[c:16]2[cH:17][cH:18][c:19]([C:22]([F:23])([F:24])[F:25])[cH:20][cH:21]2)[o:5][c:6]1[CH:7]([CH2:8][c:9]1[cH:10][cH:11][cH:12][cH:13][cH:14]1)[OH:15]. Reactants: CN(CCCOC1=CC=C(C=C1)C1=CN=C(S1)NC1=CC=CC=C1)C ({5-[4-(3-dimethylamino-propoxy)-phenyl]-thiazol-2-yl}-phenyl-amine), S1C=C(C=C1)C1=CN=C(S1)NC1=C(C=C(C=C1)O)C(F)(F)F (4-(5-thiophen-3-yl-thiazol-2-ylamino)-3-trifluoromethyl-phenol), Cl.ClCCN(C)C ((2-chloroethyl)-dimethylamine hydrochloride). The solvent is C(Cl)Cl.CO (CH2Cl2 MeOH). The product is CN(CCOC1=CC(=C(C=C1)NC=1SC(=CN1)C1=CSC=C1)C(F)(F)F)C ([4-(2-Dimethylamino-ethoxy)-2-trifluoromethyl-phenyl]-(5-thiophen-3-yl-thiazol-2-yl)-amine). As a reaction SMILES: [CH3:1][N:2]([CH3:25])[CH2:3][CH2:4]COC1C=CC(C2SC(NC3C=CC=CC=3)=NC=2)=CC=1.[S:26]1[CH:30]=[CH:29][C:28]([C:31]2[S:35][C:34]([NH:36][C:37]3[CH:42]=[CH:41][C:40]([OH:43])=[CH:39][C:38]=3[C:44]([F:47])([F:46])[F:45])=[N:33][CH:32]=2)=[CH:27]1.Cl.ClCCN(C)C>C(Cl)Cl.CO>[CH3:1][N:2]([CH3:25])[CH2:3][CH2:4][O:43][C:40]1[CH:41]=[CH:42][C:37]([NH:36][C:34]2[S:35][C:31]([C:28]3[CH:29]=[CH:30][S:26][CH:27]=3)=[CH:32][N:33]=2)=[C:38]([C:44]([F:47])([F:46])[F:45])[CH:39]=1 |f:2.3,4.5|. Reported procedure: The title compound is prepared as described in Example 8 for {5-[4-(3-dimethylamino-propoxy)-phenyl]-thiazol-2-yl}-phenyl-amine but starting from 4-(5-thiophen-3-yl-thiazol-2-ylamino)-3-trifluoromethyl-phenol (Example 28) and using (2-chloroethyl)-dimethylamine hydrochloride. The title compound: ES-MS: 413.9 [M+H]+; single peak at tR=3.17 min (System 2); Rf=0.22 (CH2Cl2/MeOH, 90/10). Starting materials: C1(=CC=CC=C1)S(=O)(=O)O (benzenesulphonic acid), NC=1C=C2CC3(C(NC4=NC=CC=C43)=O)CC2=CC1 (5-amino-1,3-dihydrospiro[inden-2,3′-pyrrolo[2,3-b]pyridin]-2′(1′H)-one), ClC1=CC(=NC=N1)C(=O)C=1C=C(C2=C(CCO2)C1)C ((6-chloro-pyrimidin-4-yl)-(7-methyl-2,3-dihydro-benzofuran-5-yl)-methanone). The solvent is C(CCCC)O (1-pentanol). Conditions: temperature 85 celsius, time 1 hour. Product: CC1=CC(=CC=2CCOC21)C(=O)C2=CC(=NC=N2)NC=2C=C1CC3(C(NC4=NC=CC=C43)=O)CC1=CC2 (5-(6-(7-methyl-2.3-dihydrobenzofuran-5-carbonyl)pyrimidin-4-ylamino)-1,3-dihydrospiro[inden-2,3′-pyrrolo[2,3-b]pyridin]-2′(1′H)-one). As a reaction SMILES: C1(S(O)(=O)=O)C=CC=CC=1.[NH2:11][C:12]1[CH:13]=[C:14]2[C:27](=[CH:28][CH:29]=1)[CH2:26][C:16]1([C:24]3[C:19](=[N:20][CH:21]=[CH:22][CH:23]=3)[NH:18][C:17]1=[O:25])[CH2:15]2.Cl[C:31]1[N:36]=[CH:35][N:34]=[C:33]([C:37]([C:39]2[CH:40]=[C:41]([CH3:48])[C:42]3[O:46][CH2:45][CH2:44][C:43]=3[CH:47]=2)=[O:38])[CH:32]=1>C(O)CCCC>[CH3:48][C:41]1[C:42]2[O:46][CH2:45][CH2:44][C:43]=2[CH:47]=[C:39]([C:37]([C:33]2[N:34]=[CH:35][N:36]=[C:31]([NH:11][C:12]3[CH:13]=[C:14]4[C:27](=[CH:28][CH:29]=3)[CH2:26][C:16]3([C:24]5[C:19](=[N:20][CH:21]=[CH:22][CH:23]=5)[NH:18][C:17]3=[O:25])[CH2:15]4)[CH:32]=2)=[O:38])[CH:40]=1. Procedure: A spatula tip of benzenesulphonic acid was added to 70 mg (0.28 mmol) 5-amino-1,3-dihydrospiro[inden-2,3′-pyrrolo[2,3-b]pyridin]-2′(1′H)-one and 0.10 g (0.26 mmol) (6-chloro-pyrimidin-4-yl)-(7-methyl-2,3-dihydro-benzofuran-5-yl)-methanone in 2 mL 1-pentanol and the mixture was stirred at 85° C. for 1 h. The reaction mixture was evaporated down, taken up in DMF, acidified with a few drops of hydrochloric acid and purified by preparative HPLC. The fractions containing the product were combined and... Reactants: C=C(C)C(=O)N=C=O, COC1C(O)CCC(O)(CCl)C1C1(C)OC1CC=C(C)C. Yields the product C=C(C)C(=O)NC(=O)OC1CCC(O)(CCl)C(C2(C)OC2CC=C(C)C)C1OC. As a reaction SMILES: [C:22]([C:23](=[CH2:24])[CH3:25])(=[O:26])[N:27]=[C:28]=[O:29].[O:1]1[C:2]([CH3:9])([CH:10]2[C:11]([OH:19])([CH2:20][Cl:21])[CH2:12][CH2:13][CH:14]([OH:18])[CH:15]2[O:16][CH3:17])[CH:3]1[CH2:4][CH:5]=[C:6]([CH3:7])[CH3:8]>>[O:1]1[C:2]([CH3:9])([CH:10]2[C:11]([OH:19])([CH2:20][Cl:21])[CH2:12][CH2:13][CH:14]([O:18][C:28]([NH:27][C:22]([C:23](=[CH2:24])[CH3:25])=[O:26])=[O:29])[CH:15]2[O:16][CH3:17])[CH:3]1[CH2:4][CH:5]=[C:6]([CH3:7])[CH3:8]. Starting materials: [N+](=O)([O-])C1=C(CO)C(=CC=C1)[N+](=O)[O-] (2,6-dinitrobenzyl alcohol), [N+](=O)([O-])C1=C(CO)C(=CC=C1)[N+](=O)[O-] (2,6-dinitrobenzyl alcohol), S(=O)(=O)(C1=CC=C(C)C=C1)Cl (tosyl chloride), C1(CCCCC1)NC1CCCCC1 (dicyclohexyl amine), [N+](=O)([O-])C1=C(CO)C(=CC=C1)[N+](=O)[O-] (2,6-dinitrobenzyl alcohol). Solvent: CC(=O)C (acetone). Reaction conditions: time 8 hour. Yields the product S(=O)(=O)(OCC1=C(C=CC=C1[N+](=O)[O-])[N+](=O)[O-])C1=CC=C(C)C=C1 (2,6-dinitrobenzyl tosylate). The yield is 64.7%. RXN SMILES: [N+:1]([C:4]1[CH:11]=[CH:10][CH:9]=[C:8]([N+:12]([O-:14])=[O:13])[C:5]=1[CH2:6][OH:7])([O-:3])=[O:2].[S:15](Cl)([C:18]1[CH:24]=[CH:23][C:21]([CH3:22])=[CH:20][CH:19]=1)(=[O:17])=[O:16].C1(NC2CCCCC2)CCCCC1>CC(C)=O>[S:15]([C:18]1[CH:24]=[CH:23][C:21]([CH3:22])=[CH:20][CH:19]=1)([O:7][CH2:6][C:5]1[C:4]([N+:1]([O-:3])=[O:2])=[CH:11][CH:10]=[CH:9][C:8]=1[N+:12]([O-:14])=[O:13])(=[O:17])=[O:16]. Procedure: A solution was prepared containing 2 grams of the 2,6-dinitrobenzyl alcohol and 2.37 grams of tosyl chloride in 15 ml of dry acetone (20 degrees Centigrade). A solution of dicyclohexyl amine (2.25 ml in 5 ml of dry acetone) was added dropwise to the 2,6-dinitrobenzyl alcohol mixture. The reaction mixture was stirred overnight at room temperature. The reaction mixture was then treated as described above for the preparation of 2,6-dinitrobenzyl alcohol. After recrystallization, 2.3 grams of 2,6-di... Reactants: CCO, ClCc1ccc(Cl)nc1, N#C[K], O. Product: N#CCc1ccc(Cl)nc1. RXN SMILES: [CH3:14][CH2:15][OH:16].[Cl:1][c:2]1[n:3][cH:4][c:5]([CH2:8][Cl:9])[cH:6][cH:7]1.[K:11][C:12]#[N:13].[OH2:10]>>[Cl:1][c:2]1[n:3][cH:4][c:5]([CH2:8][C:12]#[N:13])[cH:6][cH:7]1.